From a dataset of the Open Reaction Database (ORD), a public repository of structured organic reaction records. describe an organic reaction: reactants, conditions, products, and yield Reactants: ClC=1C=CC=2N(C(C3=C(N(C2N1)CC)N=CC(=C3)CCl)=O)C (2-chloro-8-chloromethyl-5,11-dihydro-11-ethyl-5-methyl-6H-dipyrido[3,2-b:2',3'-e][1,4]diazepin-6-one), FC=1C=C(C=CC1)O (3-fluorophenol). Yields the product ClC=1C=CC=2N(C(C3=C(N(C2N1)CC)N=CC(=C3)CC3=CC(=CC=C3)F)=O)C (2-chloro-5,11-dihydro-11-ethyl-8-(3-fluorophenyl)methyl-5-methyl-6H-dipyrido[3,2-b:2',3'-e][1,4]diazepin-6-one). The yield is 70.0%. As a reaction SMILES: [Cl:1][C:2]1[CH:3]=[CH:4][C:5]2[N:6]([CH3:22])[C:7](=[O:21])[C:8]3[CH:18]=[C:17]([CH2:19]Cl)[CH:16]=[N:15][C:9]=3[N:10]([CH2:13][CH3:14])[C:11]=2[N:12]=1.[F:23][C:24]1[CH:25]=[C:26](O)[CH:27]=[CH:28][CH:29]=1>>[Cl:1][C:2]1[CH:3]=[CH:4][C:5]2[N:6]([CH3:22])[C:7](=[O:21])[C:8]3[CH:18]=[C:17]([CH2:19][C:28]4[CH:27]=[CH:26][CH:25]=[C:24]([F:23])[CH:29]=4)[CH:16]=[N:15][C:9]=3[N:10]([CH2:13][CH3:14])[C:11]=2[N:12]=1. Reported procedure: Using a procedure analogous to that described in Example 98, the title compound, m.p. 104°-105° C., was prepared from 2-chloro-8-chloromethyl-5,11-dihydro-11-ethyl-5-methyl-6H-dipyrido[3,2-b:2',3'-e][1,4]diazepin-6-one and 3-fluorophenol. The yield was 70% of theory.